From a dataset of the Open Reaction Database (ORD), a public repository of structured organic reaction records. describe an organic reaction: reactants, conditions, products, and yield The reactants are O=c1ccc2c([nH]1)C(Br)CCC2, Br, O=c1ccc2c([nH]1)C(Cl)CCC2, Cl, O. Yields the product O=c1ccc2c([nH]1)C(O)CCC2. Reaction SMILES: [Br:15][CH:16]1[c:17]2[nH:18][c:19](=[O:26])[cH:20][cH:21][c:22]2[CH2:23][CH2:24][CH2:25]1.[BrH:14].[Cl:2][CH:3]1[CH2:4][CH2:5][CH2:6][c:7]2[cH:8][cH:9][c:10](=[O:13])[nH:11][c:12]21.[ClH:1].[OH2:27]>>[CH:3]1([OH:26])[CH2:4][CH2:5][CH2:6][c:7]2[cH:8][cH:9][c:10](=[O:13])[nH:11][c:12]21. Starting materials: COc1nc(-c2ccccc2)cnc1CCl, Fc1cccc(-c2ncc[nH]2)n1, [K+], [K+], O=C([O-])[O-], CN(C)C=O. Product: COc1nc(-c2ccccc2)cnc1Cn1ccnc1-c1cccc(F)n1. Reaction SMILES: [Cl:1][CH2:2][c:3]1[n:4][cH:5][c:6](-[c:11]2[cH:12][cH:13][cH:14][cH:15][cH:16]2)[n:7][c:8]1[O:9][CH3:10].[F:17][c:18]1[n:19][c:20](-[c:24]2[nH:25][cH:26][cH:27][n:28]2)[cH:21][cH:22][cH:23]1.[K+:29].[K+:30].[O-:31][C:32]([O-:33])=[O:34].[O:35]=[CH:36][N:37]([CH3:38])[CH3:39]>>[CH2:2]([c:3]1[n:4][cH:5][c:6](-[c:11]2[cH:12][cH:13][cH:14][cH:15][cH:16]2)[n:7][c:8]1[O:9][CH3:10])[n:28]1[c:24](-[c:20]2[n:19][c:18]([F:17])[cH:23][cH:22][cH:21]2)[n:25][cH:26][cH:27]1.